This data is from the Open Reaction Database (ORD), a public repository of structured organic reaction records. The task is: describe an organic reaction: reactants, conditions, products, and yield Starting materials: COC=1C=CC2=C(NC(C=3C(C=4C=NC=CC4C23)=O)=O)C1 (3-methoxy-5H-5,9-diaza-benzo[c]fluorene-6,7-dione), CN(CCN)CCN (N-methyl-2,2′-diaminodiethylamine), C([O-])([O-])=O.[K+].[K+] (potassium carbonate). Solvent: CN(C=O)C (N,N-dimethylformamide). Reaction conditions: temperature 90 celsius. Yields the product COC=1C=CC2=C(N=C(C=3C(C=4C=NC=CC4C23)=O)NCCN(CCNC2=NC3=C(C=4C=5C=CN=CC5C(C24)=O)C=CC(=C3)OC)C)C1 (3-methoxy-6-(2-{methyl-[2-(3-methoxy-7-oxo-7H-5,9-diaza-benzo[c]fluoren-6-ylamino)-ethyl]-amino}-ethylamino)-5,9-diaza-benzo[c]fluoren-7-one). Reaction SMILES: [CH3:1][O:2][C:3]1[CH:4]=[CH:5][C:6]2[C:18]3[C:17]4[CH:16]=[CH:15][N:14]=[CH:13][C:12]=4[C:11](=[O:19])[C:10]=3[C:9](=O)[NH:8][C:7]=2[CH:21]=1.[CH3:22][N:23]([CH2:27][CH2:28][NH2:29])[CH2:24][CH2:25][NH2:26].[C:30](=[O:33])([O-])[O-].[K+].[K+]>CN(C)C=O>[CH3:1][O:2][C:3]1[CH:4]=[CH:5][C:6]2[C:18]3[C:17]4[CH:16]=[CH:15][N:14]=[CH:13][C:12]=4[C:11](=[O:19])[C:10]=3[C:9]([NH:26][CH2:25][CH2:24][N:23]([CH3:22])[CH2:27][CH2:28][NH:29][C:9]3[C:10]4[C:11](=[O:19])[C:12]5[CH:13]=[N:14][CH:15]=[CH:16][C:17]=5[C:18]=4[C:6]4[CH:5]=[CH:4][C:3]([O:33][CH3:30])=[CH:21][C:7]=4[N:8]=3)=[N:8][C:7]=2[CH:21]=1 |f:2.3.4|. Procedure details: A mixture of 6-chloro-3-methoxy-5,9-diaza-benzo[c]fluoren-7-one (Reference Example 1c-2) (21 mg) and N-methyl-2,2′-diaminodiethylamine (WAKO PURE CHEMICAL: 3.3 mg) and potassium carbonate (10 mg) was suspended in N,N-dimethylformamide (0.5 ml) and stirred at 90° C. for thirteen hours under nitrogen gas. The mixture was evaporated to dryness. The residue was purified by silica gel column chromatography developed by dichloromethane-methanol=30:1 and dichloromethane-methanol-ammonia water (25%)=30:... Starting materials: C(C1=CC=CC=C1)N(C(C)=O)CC1=C(C=CC(=C1)C(F)(F)F)B1OC(C(O1)(C)C)(C)C (N-Benzyl-N-[2-(4,4,5,5-tetramethyl-[1,3,2]dioxaborolan-2-yl)-5-trifluoromethyl-benzyl]-acetamide), C(C)OC(CC=1C=NC=C(C1)Br)=O ((5-bromo-pyridin-3-yl)-acetic acid ethyl ester). Product: C(C)(=O)N(CC1=CC=CC=C1)CC1=C(C=CC(=C1)C(F)(F)F)C=1C=C(C=NC1)CC(=O)O ((5-{2-[(N-Acetyl-N-benzyl-amino)-methyl]-4-trifluoromethyl-phenyl}-pyridin-3-yl)-acetic acid). As a reaction SMILES: [CH2:1]([N:8]([CH2:12][C:13]1[CH:18]=[C:17]([C:19]([F:22])([F:21])[F:20])[CH:16]=[CH:15][C:14]=1B1OC(C)(C)C(C)(C)O1)[C:9](=[O:11])[CH3:10])[C:2]1[CH:7]=[CH:6][CH:5]=[CH:4][CH:3]=1.C([O:34][C:35](=[O:44])[CH2:36][C:37]1[CH:38]=[N:39][CH:40]=[C:41](Br)[CH:42]=1)C>>[C:9]([N:8]([CH2:12][C:13]1[CH:18]=[C:17]([C:19]([F:22])([F:21])[F:20])[CH:16]=[CH:15][C:14]=1[C:41]1[CH:42]=[C:37]([CH2:36][C:35]([OH:44])=[O:34])[CH:38]=[N:39][CH:40]=1)[CH2:1][C:2]1[CH:7]=[CH:6][CH:5]=[CH:4][CH:3]=1)(=[O:11])[CH3:10]. Procedure details: N-Benzyl-N-[2-(4,4,5,5-tetramethyl-[1,3,2]dioxaborolan-2-yl)-5-trifluoromethyl-benzyl]-acetamide and (5-bromo-pyridin-3-yl)-acetic acid ethyl ester were reacted as described in Example 17, Step 4 and the product was hydrolyzed to the acid as described in Example 17, Step 5. The reactants are 13.6, BrCC(=O)C1=C(C=C(C=C1)Cl)Cl (2-bromo-1-(2,4-dichlorophenyl)-1-ethanone), ClC1=CC=C(C2=CC=CC=C12)OCC(CO)O (3-(4-chloro-1-naphthalenyloxy)-1,2-propanediol), CC1=CC=C(C=C1)S(=O)(=O)O (4-methylbenzenesulfonic acid), C(CCC)O (butanol). Run in C1=CC=CC=C1 (benzene), O (water). Yields the product BrCC1(OCC(O1)COC1=CC=C(C2=CC=CC=C12)Cl)C1=C(C=C(C=C1)Cl)Cl (2-(bromomethyl)-4-(4-chloro-1-naphthalenyloxymethyl)-2-(2,4-dichlorophenyl)-1,3-dioxolane). RXN SMILES: [Br:1][CH2:2][C:3]([C:5]1[CH:10]=[CH:9][C:8]([Cl:11])=[CH:7][C:6]=1[Cl:12])=[O:4].[Cl:13][C:14]1[C:23]2[C:18](=[CH:19][CH:20]=[CH:21][CH:22]=2)[C:17]([O:24][CH2:25][CH:26]([OH:29])[CH2:27]O)=[CH:16][CH:15]=1.CC1C=CC(S(O)(=O)=O)=CC=1.C(O)CCC>O.C1C=CC=CC=1>[Br:1][CH2:2][C:3]1([C:5]2[CH:10]=[CH:9][C:8]([Cl:11])=[CH:7][C:6]=2[Cl:12])[O:29][CH:26]([CH2:25][O:24][C:17]2[C:18]3[C:23](=[CH:22][CH:21]=[CH:20][CH:19]=3)[C:14]([Cl:13])=[CH:15][CH:16]=2)[CH2:27][O:4]1. Reported procedure: A mixture of 13.6 parts of 2-bromo-1-(2,4-dichlorophenyl)-1-ethanone, 15.2 parts of 3-(4-chloro-1-naphthalenyloxy)-1,2-propanediol, 3 parts of 4-methylbenzenesulfonic acid, 80 parts of butanol and 180 parts of benzene is stirred and refluxed for 24 hours with water-separator. The reaction mixture is evaporated and the residue is triturated in 2-propanol. The product is filtered off and crystallized from butanol, yielding A + B 2-(bromomethyl)-4-(4-chloro-1-naphthalenyloxymethyl)-2-(2,4-dichlorop... Reactants: [OH-].[Na+] (sodium hydroxide), O=P12OP3(=O)OP(=O)(O1)OP(=O)(O2)O3 (Phosphorus pentaoxide), CS(=O)(=O)O (methanesulfonic acid), NC1=NC=C(C=C1N)Br (2,3-diamino-5-bromopyridine), COC=1C=C(C(=O)O)C=CC1 (3-methoxybenzoic acid). Reaction conditions: temperature 100 celsius, time 1 hour. The product is BrC=1C=C2C(=NC1)N=C(N2)C2=CC(=CC=C2)OC (6-bromo-2-(3-methoxyphenyl)-1H-imidazo[4,5-b]pyridine). Yield: 83.9%. RXN SMILES: O=P12OP3(OP(OP(O3)(O1)=O)(=O)O2)=O.CS(O)(=O)=O.[NH2:20][C:21]1[C:26]([NH2:27])=[CH:25][C:24]([Br:28])=[CH:23][N:22]=1.[CH3:29][O:30][C:31]1[CH:32]=[C:33]([CH:37]=[CH:38][CH:39]=1)[C:34](O)=O.[OH-].[Na+]>>[Br:28][C:24]1[CH:25]=[C:26]2[NH:27][C:34]([C:33]3[CH:37]=[CH:38][CH:39]=[C:31]([O:30][CH3:29])[CH:32]=3)=[N:20][C:21]2=[N:22][CH:23]=1 |f:4.5|. Procedure details: Phosphorus pentaoxide (23.8 g) was added to methanesulfonic acid (85 ml), the mixture was stirred at 100° C. for 1 hour to give a solution. To the solution were added 2,3-diamino-5-bromopyridine (Compound of Reference Example 1) (15.8 g) and 3-methoxybenzoic acid (12.7 g), and the mixture was stirred at 100° C. for 1 hour. The reaction mixture was poured onto ice, neutralized with 8 N sodium hydroxide, and extracted with ethyl acetate-tetrahydrofuran (3:1, v/v). The organic layer was washed with... The product is O=C1CC(I)C(=O)N1c1ccc(F)cc1. RXN SMILES: [Br:1][CH:2]1[C:3](=[O:15])[N:4]([c:8]2[cH:9][cH:10][c:11]([F:14])[cH:12][cH:13]2)[C:5](=[O:7])[CH2:6]1.[CH3:18][C:19](=[O:20])[CH3:21].[I-:17].[Na+:16]>>[CH:2]1([I:17])[C:3](=[O:15])[N:4]([c:8]2[cH:9][cH:10][c:11]([F:14])[cH:12][cH:13]2)[C:5](=[O:7])[CH2:6]1. Reactants: O=C1CC(Br)C(=O)N1c1ccc(F)cc1, CC(C)=O, [I-], [Na+]. The reagents and catalysts are C=1C=CC(=CC1)[P](C=2C=CC=CC2)(C=3C=CC=CC3)[Pd]([P](C=4C=CC=CC4)(C=5C=CC=CC5)C=6C=CC=CC6)([P](C=7C=CC=CC7)(C=8C=CC=CC8)C=9C=CC=CC9)[P](C=1C=CC=CC1)(C=1C=CC=CC1)C=1C=CC=CC1 (Pd(PPh3)4), [Cu]I (CuI). The product is COC(COC1=CC=C(C=C1)OCC#CC1=CC(=CC(=C1)C#CC1=CC=CC=C1)C#CC1=CC=CC=C1)=O ({4-[3-(3,5-bis-phenylethynyl-phenyl)-prop-2-ynyloxy]-phenoxy}-acetic acid methyl ester). Solvent: C(C)N(CC)CC (triethylamine). RXN SMILES: [C:1]1([C:7]#[CH:8])[CH:6]=[CH:5][CH:4]=[CH:3][CH:2]=1.[CH3:9][O:10][C:11](=[O:32])[CH2:12][O:13][C:14]1[CH:19]=[CH:18][C:17]([O:20][CH2:21][C:22]#[C:23][C:24]2[CH:29]=[C:28](Br)[CH:27]=[C:26](Br)[CH:25]=2)=[CH:16][CH:15]=1>C(N(CC)CC)C.C1C=CC([P]([Pd]([P](C2C=CC=CC=2)(C2C=CC=CC=2)C2C=CC=CC=2)([P](C2C=CC=CC=2)(C2C=CC=CC=2)C2C=CC=CC=2)[P](C2C=CC=CC=2)(C2C=CC=CC=2)C2C=CC=CC=2)(C2C=CC=CC=2)C2C=CC=CC=2)=CC=1.[Cu]I>[CH3:9][O:10][C:11](=[O:32])[CH2:12][O:13][C:14]1[CH:19]=[CH:18][C:17]([O:20][CH2:21][C:22]#[C:23][C:24]2[CH:29]=[C:28]([C:8]#[C:7][C:1]3[CH:6]=[CH:5][CH:4]=[CH:3][CH:2]=3)[CH:27]=[C:26]([C:8]#[C:7][C:1]3[CH:6]=[CH:5][CH:4]=[CH:3][CH:2]=3)[CH:25]=2)=[CH:16][CH:15]=1 |^1:43,45,64,83|. Procedure details: A solution of phenylacetylene (0.20 g, 1.98 mmol), {4-[3-(3,5-dibromo-phenyl)-prop-2-ynyloxy]-phenoxy}-acetic acid methyl ester (0.3 g, 0.66 mmol), Pd(PPh3)4 (0.11 g, 0.1 mmol) and CuI (0.05 g, 0.26 mmol) in triethylamine (10 ml) was heated in a sealed tube in a microwave own at 65° C. for 1 hour. The reaction mixture was filtered and the filtrate was evaporated. The residue was purified on HPLC using acetonitril/water as eluent to give {4-[3-(3,5-bis-phenylethynyl-phenyl)-prop-2-ynyloxy]-phenox... The reactants are C1(=CC=CC=C1)C#C (phenylacetylene), COC(COC1=CC=C(C=C1)OCC#CC1=CC(=CC(=C1)Br)Br)=O ({4-[3-(3,5-dibromo-phenyl)-prop-2-ynyloxy]-phenoxy}-acetic acid methyl ester). The reactants are C(Cl)(Cl)Cl (Chloroform), C(C(C)C)OC1=C(C=CC(=C1)OCC(C)C)C(=CC(=O)OCC)C=1C=CC(=C(C1)CCC(=O)O)OCC(C)C (3-{5-[1-(2,4-diisobutoxyphenyl)-3-ethoxy-3-oxo-1-propenyl]-2-isobutoxyphenyl}propanoic acid), Cl (hydrochloric acid), [OH-].[Na+] (sodium hydroxide). The solvent is O (water), C(C)O (ethanol), O1CCCC1 (tetrahydrofuran). Conditions: time 2.5 hour. The product is C(=O)(O)CCC=1C=C(C=CC1OCC(C)C)C(=CC(=O)O)C1=C(C=C(C=C1)OCC(C)C)OCC(C)C (3-[3-(2-carboxyethyl)-4-isobutoxyphenyl]-3-(2,4-diisobutoxyphenyl)-2-propenoic acid). Yield: 77.4%. RXN SMILES: [CH2:1]([O:5][C:6]1[CH:11]=[C:10]([O:12][CH2:13][CH:14]([CH3:16])[CH3:15])[CH:9]=[CH:8][C:7]=1[C:17]([C:24]1[CH:25]=[CH:26][C:27]([O:35][CH2:36][CH:37]([CH3:39])[CH3:38])=[C:28]([CH2:30][CH2:31][C:32]([OH:34])=[O:33])[CH:29]=1)=[CH:18][C:19]([O:21]CC)=[O:20])[CH:2]([CH3:4])[CH3:3].[OH-].[Na+].C(Cl)(Cl)Cl.Cl>C(O)C.O1CCCC1.O>[C:32]([CH2:31][CH2:30][C:28]1[CH:29]=[C:24]([C:17]([C:7]2[CH:8]=[CH:9][C:10]([O:12][CH2:13][CH:14]([CH3:15])[CH3:16])=[CH:11][C:6]=2[O:5][CH2:1][CH:2]([CH3:4])[CH3:3])=[CH:18][C:19]([OH:21])=[O:20])[CH:25]=[CH:26][C:27]=1[O:35][CH2:36][CH:37]([CH3:38])[CH3:39])([OH:34])=[O:33] |f:1.2|. Procedure: In a mixture of 7 ml of ethanol and 3 ml of tetrahydrofuran is dissolved 0.79 g of 3-{5-[1-(2,4-diisobutoxyphenyl)-3-ethoxy-3-oxo-1-propenyl]-2-isobutoxyphenyl}propanoic acid. After adding 8 ml of 5 mol/L sodium hydroxide solution, the mixture thus obtained is stirred at ambient temperature for 2.5 hours and then at 60° C. for 1.5 hours. Chloroform and water are added to the reaction mixture, pH is adjusted to 2 with 6 mol/L hydrochloric acid, and the organic layer is separated. The organic laye... Starting materials: NC(CNCCN)(C)C (N,N'-(2-amino-2-methylpropyl)ethylenediamine), CC(C#N)(O)C (acetone cyanohydrin), C(C)(=O)OC(C)=O (acetic anhydride), C(CN1C(C(NC(C1)(C)C)(C)C)=O)N1C(C(NC(C1)(C)C)(C)C)=O (1,1'-ethylenebis(3,3,5,5-tetramethyl-2-piperazinone)). The reagents and catalysts are S(O)(O)(=O)=O (sulfuric acid). The solvent is C(Cl)Cl (Methylene chloride). Conditions: temperature 130 celsius. Yields the product C(CN1C(C(N(C(C1)(C)C)C(C)=O)(C)C)=O)N1C(C(N(C(C1)(C)C)C(C)=O)(C)C)=O (1,1'-Ethylenebis(4-acetyl-3,3,5,5-tetramethyl-2-piperazinone)). RXN SMILES: [CH2:1]([N:14]1[CH2:19][C:18]([CH3:21])([CH3:20])[NH:17][C:16]([CH3:23])([CH3:22])[C:15]1=[O:24])[CH2:2][N:3]1[CH2:8][C:7]([CH3:10])([CH3:9])[NH:6][C:5]([CH3:12])([CH3:11])[C:4]1=[O:13].NC(C)(C)CNCCN.C[C:35](C)([OH:38])[C:36]#N.[C:40](OC(=O)C)(=[O:42])[CH3:41]>S(=O)(=O)(O)O.C(Cl)Cl>[CH2:2]([N:3]1[CH2:8][C:7]([CH3:9])([CH3:10])[N:6]([C:35](=[O:38])[CH3:36])[C:5]([CH3:12])([CH3:11])[C:4]1=[O:13])[CH2:1][N:14]1[CH2:19][C:18]([CH3:21])([CH3:20])[N:17]([C:40](=[O:42])[CH3:41])[C:16]([CH3:23])([CH3:22])[C:15]1=[O:24]. Reported procedure: 31.5 grams (0.1 mole) of 1,1'-ethylenebis(3,3,5,5-tetramethyl-2-piperazinone), prepared according to Example 6, E of U.S. Pat. No. 4,190,571 from N,N'-(2-amino-2-methylpropyl)ethylenediamine and acetone cyanohydrin, is dissolved in 102 grams (1.0 mole) of acetic anhydride. After three drops of concentrated sulfuric acid are added to the solution, the mixture is heated for four hours at 130° C. and then cooled to room temperature. Methylene chloride (200 ml.) is added to extract the product into ... The reactants are C(C1=CC=CC=C1)OC=1C=CC=2C3=C(NC2C1)C(=CC(=N3)C3=CC=C(C=C3)Cl)C(=O)OC (methyl 7-(benzyloxy)-2-(4-chlorophenyl)-5H-pyrido[3,2-b]indole-4-carboxylate). Run in FC(C(=O)O)(F)F (trifluoroacetic acid). Product: ClC1=CC=C(C=C1)C=1C=C(C=2NC=3C=C(C=CC3C2N1)O)C(=O)OC (methyl 2-(4-chlorophenyl)-7-hydroxy-5H-pyrido[3,2-b]indole-4-carboxylate). RXN SMILES: C([O:8][C:9]1[CH:10]=[CH:11][C:12]2[C:13]3[N:21]=[C:20]([C:22]4[CH:27]=[CH:26][C:25]([Cl:28])=[CH:24][CH:23]=4)[CH:19]=[C:18]([C:29]([O:31][CH3:32])=[O:30])[C:14]=3[NH:15][C:16]=2[CH:17]=1)C1C=CC=CC=1>FC(F)(F)C(O)=O>[Cl:28][C:25]1[CH:24]=[CH:23][C:22]([C:20]2[CH:19]=[C:18]([C:29]([O:31][CH3:32])=[O:30])[C:14]3[NH:15][C:16]4[CH:17]=[C:9]([OH:8])[CH:10]=[CH:11][C:12]=4[C:13]=3[N:21]=2)=[CH:27][CH:26]=1. Procedure details: An solution of methyl 7-(benzyloxy)-2-(4-chlorophenyl)-5H-pyrido[3,2-b]indole-4-carboxylate (709 mg, 1.60 mmol) in trifluoroacetic acid (15 mL) was heated at 70° C. for 30 min. The solvent was removed and the residue was suspended in a mixture of EtOAc (25 mL) and hexane (50 mL). The suspended solid was collected by filtration and washed with the EtOAc/hexane mixture. This gave impure methyl 2-(4-chlorophenyl)-7-hydroxy-5H-pyrido[3,2-b]indole-4-carboxylate (573 mg). MS (ESI) m/z 353.0 (M+H). The reactants are C1(=CC=CC=C1)N1CC(CC2=CC=CC=C12)NC(OC(C)(C)C)=O (tert-butyl 1-phenyl-1,2,3,4-tetrahydroquinolin-3-ylcarbamate), FC(C(=O)O)(F)F (trifluoroacetic acid). The solvent is ClCCl (dichloromethane). Product: OC(=O)C(F)(F)F.C1(=CC=CC=C1)N1CC(CC2=CC=CC=C12)N (1-phenyl-1,2,3,4-tetrahydroquinolin-3-amine TFA salt). RXN SMILES: [C:1]1([N:7]2[C:16]3[C:11](=[CH:12][CH:13]=[CH:14][CH:15]=3)[CH2:10][CH:9]([NH:17]C(=O)OC(C)(C)C)[CH2:8]2)[CH:6]=[CH:5][CH:4]=[CH:3][CH:2]=1.[F:25][C:26]([F:31])([F:30])[C:27]([OH:29])=[O:28]>ClCCl>[OH:29][C:27]([C:26]([F:31])([F:30])[F:25])=[O:28].[C:1]1([N:7]2[C:16]3[C:11](=[CH:12][CH:13]=[CH:14][CH:15]=3)[CH2:10][CH:9]([NH2:17])[CH2:8]2)[CH:6]=[CH:5][CH:4]=[CH:3][CH:2]=1 |f:3.4|. Procedure details: A solution of tert-butyl 1-phenyl-1,2,3,4-tetrahydroquinolin-3-ylcarbamate (375 mg, 1.16 mmol) in dichloromethane (4 mL) was treated with trifluoroacetic acid (2 mL) at ambient temperature for 3 hours. The solvent was removed under reduced pressure and diethylether added. The solid that formed was filtered and dried to give 1-phenyl-1,2,3,4-tetrahydroquinolin-3-amine TFA salt as a yellow solid (350 mg). M.p.=201-203° C. 1H NMR (DMSO) 400 MHz δ 8.13 (s, br, 2H), 7.46 (m, 2H), 7.34 (m, 2H), 7.23 (...